This data is from the Open Reaction Database (ORD), a public repository of structured organic reaction records. The task is: describe an organic reaction: reactants, conditions, products, and yield The reactants are OC1CCN(CC1)C=1C=CC(NN1)=O (6-(4-hydroxypiperidin-1-yl)pyridazin-3(2H)-one), CCN(C(C)C)C(C)C (DIPEA), C(OC1=CC=C(C=C1)[N+](=O)[O-])(=O)Cl (4-nitrophenyl carbonochloridate). Solvent: N1=CC=CC=C1 (pyridine). Run at temperature 30 celsius, time 2 hour. Product: C(OC1=CC=C(C=C1)[N+](=O)[O-])(OC1CCN(CC1)C1=NNC(C=C1)=O)=O (4-nitrophenyl 1-(6-oxo-1,6-dihydropyridazin-3-yl)piperidin-4-yl carbonate). Yield: 45.8%. As a reaction SMILES: [OH:1][CH:2]1[CH2:7][CH2:6][N:5]([C:8]2[CH:9]=[CH:10][C:11](=[O:14])[NH:12][N:13]=2)[CH2:4][CH2:3]1.CCN(C(C)C)C(C)C.[C:24](Cl)(=[O:35])[O:25][C:26]1[CH:31]=[CH:30][C:29]([N+:32]([O-:34])=[O:33])=[CH:28][CH:27]=1>N1C=CC=CC=1>[C:24](=[O:35])([O:1][CH:2]1[CH2:7][CH2:6][N:5]([C:8]2[CH:9]=[CH:10][C:11](=[O:14])[NH:12][N:13]=2)[CH2:4][CH2:3]1)[O:25][C:26]1[CH:27]=[CH:28][C:29]([N+:32]([O-:34])=[O:33])=[CH:30][CH:31]=1. Procedure details: To a solution of 6-(4-hydroxypiperidin-1-yl)pyridazin-3(2H)-one (3.9 g, 20 mmol) in pyridine (10 mL) was added DIPEA (3.87 g, 30.0 mmol) and 4-nitrophenyl carbonochloridate (6.03 g, 30 mmol) and the resulting mixture was stirred at 30° C. for 2 h. The mixture was concentrated under reduced pressure and the residue was purified by silica gel chromatography (DCM to DCM/MeOH=20/1) to afford the title compound (3.3 g, 46%) as a white solid. [LCMS: Rt=1.47 min, m/z 361.1 (M+H)]+. Reactants: [Na] (sodium), CC(=O)C1=CC=C(C=C1)OC (4-methoxyacetophenone), C(C(=O)OCC)(=O)OCC (diethyl oxalate). Solvent: C(C)O (ethanol). The product is COC1=CC=C(C(=O)CC(C(=O)OCC)=O)C=C1 (Ethyl 3-(4-methoxybenzoyl)pyruvate). Reaction SMILES: [Na].[CH3:2][C:3]([C:5]1[CH:10]=[CH:9][C:8]([O:11][CH3:12])=[CH:7][CH:6]=1)=[O:4].[C:13](OCC)(=[O:19])[C:14]([O:16][CH2:17][CH3:18])=[O:15]>C(O)C>[CH3:12][O:11][C:8]1[CH:9]=[CH:10][C:5]([C:3]([CH2:2][C:13](=[O:19])[C:14]([O:16][CH2:17][CH3:18])=[O:15])=[O:4])=[CH:6][CH:7]=1 |^1:0|. Procedure: In 100 ml of ethanol was dissolved 4.2 g (1.1 eq.) of sodium, and a mixture of 25.0 g of 4-methoxyacetophenone and 27 ml (1.2 eq.) of diethyl oxalate was added dropwise under reflux. After 2 hours' reflux, the resulting crystals were collected by filtration. After 200 ml of 1N hydrochloric acid was added, the mixture was extracted with ethyl acetate. The organic layer was washed with water and a saturated aqueous solution of sodium chloride and dried. The solvent was distilled off. The resulting... Reactants: N1CCCC1 (Pyrrolidine), C12C(C3CC(CC(C1)C3)C2)=O (2-adamantanone), C1=CC=CC1 (cyclopentadiene). Solvent: CO (methanol). Reaction conditions: time 92 hour. Product: C12(CC3CC(CC(C1)C3)C2)C2=CC=CC2=C (adamantyl fulvene). Yield: 104.4%. Reaction SMILES: N1[CH2:5][CH2:4][CH2:3][CH2:2]1.[CH:6]12[CH2:15][CH:10]3[CH2:11][CH:12]([CH2:14][CH:8]([CH2:9]3)[C:7]1=O)[CH2:13]2.[CH:17]1CC=C[CH:18]=1>CO>[C:6]12([C:2]3[C:17](=[CH2:18])[CH:5]=[CH:4][CH:3]=3)[CH2:15][CH:10]3[CH2:11][CH:12]([CH2:14][CH:8]([CH2:9]3)[CH2:7]1)[CH2:13]2. Procedure details: Pyrrolidine (10.0 mL, 0.116 mol) was syringed into a solution of 2-adamantanone (25.00 g, 0.1664 mol) and cyclopentadiene (30.0 mL, 0.364 mol) in 250 mL of methanol. The reaction was stirred for 92 hours before the yellow precipitate was collected by suction filtration, rinsed with a small volume of methanol and dried in vacuo. 25.71 grams (77.9%) of adamantyl fulvene were isolated. 6.00 grams (0.0303 mol) of this product were dissolved in 30 mL of tetrahydrofuran and this solution added over 30...